This data is from the Open Reaction Database (ORD), a public repository of structured organic reaction records. The task is: describe an organic reaction: reactants, conditions, products, and yield Starting materials: C(C)(C)(C)C=1C=C(C=C(C1)O)C(C)=O (1-(3-tert-butyl-5-hydroxyphenyl)ethanone), FC(CCO)(F)F (3,3,3-trifluoropropanol), C1(=CC=CC=C1)P(C1=CC=CC=C1)C1=CC=CC=C1 (triphenylphosphine), N(=NC(=O)OCC1=CC=C(C=C1)Cl)C(=O)OCC1=CC=C(C=C1)Cl (di(4-chlorobenzyl) azodicarboxylate). Run in ClCCl (dichloromethane), ClCCl (dichloromethane). Reaction conditions: time 5 day. Product: C(C)(C)(C)C=1C=C(C=C(C1)OCCC(F)(F)F)C(C)=O (1-[3-tert-Butyl-5-(3,3,3-trifluoropropoxy)phenyl]ethanone). Reaction SMILES: [C:1]([C:5]1[CH:6]=[C:7]([C:12](=[O:14])[CH3:13])[CH:8]=[C:9]([OH:11])[CH:10]=1)([CH3:4])([CH3:3])[CH3:2].[F:15][C:16]([F:21])([F:20])[CH2:17][CH2:18]O.C1(P(C2C=CC=CC=2)C2C=CC=CC=2)C=CC=CC=1.N(C(OCC1C=CC(Cl)=CC=1)=O)=NC(OCC1C=CC(Cl)=CC=1)=O>ClCCl>[C:1]([C:5]1[CH:6]=[C:7]([C:12](=[O:14])[CH3:13])[CH:8]=[C:9]([O:11][CH2:18][CH2:17][C:16]([F:21])([F:20])[F:15])[CH:10]=1)([CH3:4])([CH3:2])[CH3:3]. Procedure: To a solution of 1-(3-tert-butyl-5-hydroxyphenyl)ethanone (O3.106; 300 mg, 1.56 mmol), 3,3,3-trifluoropropanol (178 mg, 1.56 mmol) and triphenylphosphine (409 mg, 1.56 mmol) in dichloromethane (5 ml) at RT was added a solution of di(4-chlorobenzyl) azodicarboxylate (573 mg, 1.56 mmol) in dichloromethane (1 ml). The mixture was stirred for 5 days and then filtered. The solvent was removed and the residue was purified by flash chromatography (n-heptane:ethyl acetate). Yield: 170 mg, 38%. Reactants: C=CCc1ccc2c(c1)CCC(NC(=O)c1ccc(OCC3CCCO3)cc1)C2, CC(C)O, [O-][I+3]([O-])([O-])[O-], [Na+], O. Yields the product O=CCc1ccc2c(c1)CCC(NC(=O)c1ccc(OCC3CCCO3)cc1)C2. RXN SMILES: [CH2:1]([CH:2]=[CH2:3])[c:4]1[cH:5][c:6]2[c:11]([cH:12][cH:13]1)[CH2:10][CH:9]([NH:14][C:15]([c:16]1[cH:17][cH:18][c:19]([O:22][CH2:23][CH:24]3[O:25][CH2:26][CH2:27][CH2:28]3)[cH:20][cH:21]1)=[O:29])[CH2:8][CH2:7]2.[CH3:30][CH:31]([CH3:32])[OH:33].[I+3:34]([O-:35])([O-:36])([O-:37])[O-:38].[Na+:39].[OH2:40]>>[CH2:1]([CH:2]=[O:33])[c:4]1[cH:5][c:6]2[c:11]([cH:12][cH:13]1)[CH2:10][CH:9]([NH:14][C:15]([c:16]1[cH:17][cH:18][c:19]([O:22][CH2:23][CH:24]3[O:25][CH2:26][CH2:27][CH2:28]3)[cH:20][cH:21]1)=[O:29])[CH2:8][CH2:7]2. Reactants: BrC=1N=C2N(C3=C(NC4=C2C=CC=C4)N=CC=C3)C1C1=CC=CC=C1 (2-bromo-3-phenyl-9H-benzo[f]imidazo[1,2-d]pyrido[2,3-b][1,4]diazepine), N1=CC=C(C=C1)B(O)O (pyridin-4-ylboronic acid). Yields the product C1(=CC=CC=C1)C1=C(N=C2N1C1=C(NC3=C2C=CC=C3)N=CC=C1)C1=CC=NC=C1 (3-phenyl 2-(pyridin-4-yl)-9H-imidazo[1,2-d]pyrido[2,3-b][1,4]benzodiazepine). Reaction SMILES: Br[C:2]1[N:3]=[C:4]2[C:10]3[CH:11]=[CH:12][CH:13]=[CH:14][C:9]=3[NH:8][C:7]3[N:15]=[CH:16][CH:17]=[CH:18][C:6]=3[N:5]2[C:19]=1[C:20]1[CH:25]=[CH:24][CH:23]=[CH:22][CH:21]=1.[N:26]1[CH:31]=[CH:30][C:29](B(O)O)=[CH:28][CH:27]=1>>[C:20]1([C:19]2[N:5]3[C:6]4[CH:18]=[CH:17][CH:16]=[N:15][C:7]=4[NH:8][C:9]4[CH:14]=[CH:13][CH:12]=[CH:11][C:10]=4[C:4]3=[N:3][C:2]=2[C:29]2[CH:30]=[CH:31][N:26]=[CH:27][CH:28]=2)[CH:25]=[CH:24][CH:23]=[CH:22][CH:21]=1. Procedure details: The title compound was synthesized according to the procedure described in step 1 of example 19 using 2-bromo-3-phenyl-9H-benzo[f]imidazo[1,2-d]pyrido[2,3-b][1,4]diazepine and pyridin-4-ylboronic acid. 1HNMR (CDCl3) 400 MHz δ: 8.50-8.47 (m, 2H), 8.18-8.14 (m, 1H), 8.06-8.03 (m, 1H), 7.49-7.46 (m, 2H), 7.44-7.31 (m, 5H), 7.29-7.22 (m, 1H), 7.20-7.16 (m, 1H), 6.98-6.94 (m, 1H), 6.83-6.78 (m, 1H), 6.64 (dd, J=8.0, 4.6 Hz, 1H), 6.28 (br s, 1H); LC/MS: 388 [M+H]. Reactants: C(C(C)C)[C@@]1(N([C@H]([C@H](C1)COCC=C)C=1SC=CN1)C(C1=CC(=C(C=C1)C(C)(C)C)OC)=O)C(=O)O (rel-(2S,4S,5R)-2-Isobutyl-1-(3-methoxy-4-tert-butylbenzoyl)-4-allyloxymethyl-5-(1,3-thiazol-2-yl)pyrrolidine-2-carboxylic acid), [H][H] (hydrogen). Reagents/catalysts: [Pd] (palladium on carbon). The solvent is C(C)O (ethanol). Yields the product C(C(C)C)[C@@]1(N([C@H]([C@H](C1)COCCC)C=1SC=CN1)C(C1=CC(=C(C=C1)C(C)(C)C)OC)=O)C(=O)O (rel-(2S,4S,5R)-2-Isobutyl-1-(3-methoxy-4-tert-butylbenzoyl)-4-propyloxymethyl-5-(1,3-thiazol-2-yl)pyrrolidine-2-carboxylic acid). As a reaction SMILES: [CH2:1]([C@@:5]1([C:34]([OH:36])=[O:35])[CH2:9][C@H:8]([CH2:10][O:11][CH2:12][CH:13]=[CH2:14])[C@H:7]([C:15]2[S:16][CH:17]=[CH:18][N:19]=2)[N:6]1[C:20](=[O:33])[C:21]1[CH:26]=[CH:25][C:24]([C:27]([CH3:30])([CH3:29])[CH3:28])=[C:23]([O:31][CH3:32])[CH:22]=1)[CH:2]([CH3:4])[CH3:3].[H][H]>C(O)C.[Pd]>[CH2:1]([C@@:5]1([C:34]([OH:36])=[O:35])[CH2:9][C@H:8]([CH2:10][O:11][CH2:12][CH2:13][CH3:14])[C@H:7]([C:15]2[S:16][CH:17]=[CH:18][N:19]=2)[N:6]1[C:20](=[O:33])[C:21]1[CH:26]=[CH:25][C:24]([C:27]([CH3:28])([CH3:30])[CH3:29])=[C:23]([O:31][CH3:32])[CH:22]=1)[CH:2]([CH3:4])[CH3:3]. Reported procedure: A solution of Example 40 (10 mg) in ethanol (4 mL) was added to 10% palladium on carbon (50 mg) and stirred under 1 atmosphere pressure of hydrogen at 20 degrees for 4 h. Catalyst was removed by filtration and washed with ethanol (10 mL). Filtrate and washings were combined and solvent was removed to give the title compound. Reactants: BrCCBr, CCSc1ccc(Br)cc1, C1CCOC1, [Mg]. The product is [Br-], CCSc1ccc([Mg+])cc1. RXN SMILES: [Br:12][CH2:13][CH2:14][Br:15].[Br:1][c:2]1[cH:3][cH:4][c:5]([S:8][CH2:9][CH3:10])[cH:6][cH:7]1.[CH2:16]1[O:17][CH2:18][CH2:19][CH2:20]1.[Mg:11]>>[Br-:1].[c:2]1([Mg+:11])[cH:3][cH:4][c:5]([S:8][CH2:9][CH3:10])[cH:6][cH:7]1. The reactants are NC1=CC=C(CC2=NC=3N(C(N(C(C3N2)=O)CC2=C(C=CC=C2)F)=O)CCCC)C=C1 (8-(4-amino-benzyl)-3-butyl-1-(2-fluoro-benzyl)-3,7-dihydro-purine-2,6-dione), [N+](=O)([O-])C=1C=C(C=CC1)S(=O)(=O)Cl (3-nitro-benzenesulfonyl chloride). Yields the product C(CCC)N1C(N(C(C=2NC(=NC12)CC1=CC=C(C=C1)NS(=O)(=O)C1=CC(=CC=C1)[N+](=O)[O-])=O)CC1=C(C=CC=C1)F)=O (N-{4-[3-Butyl-1-(2-fluoro-benzyl)-2,6-dioxo-2,3,6,7-tetrahydro-1H-purin-8-ylmethyl]-phenyl}-3-nitro -benzene sulfonamide). RXN SMILES: [NH2:1][C:2]1[CH:31]=[CH:30][C:5]([CH2:6][C:7]2[NH:15][C:14]3[C:13](=[O:16])[N:12]([CH2:17][C:18]4[CH:23]=[CH:22][CH:21]=[CH:20][C:19]=4[F:24])[C:11](=[O:25])[N:10]([CH2:26][CH2:27][CH2:28][CH3:29])[C:9]=3[N:8]=2)=[CH:4][CH:3]=1.[N+:32]([C:35]1[CH:36]=[C:37]([S:41](Cl)(=[O:43])=[O:42])[CH:38]=[CH:39][CH:40]=1)([O-:34])=[O:33]>>[CH2:26]([N:10]1[C:9]2[N:8]=[C:7]([CH2:6][C:5]3[CH:4]=[CH:3][C:2]([NH:1][S:41]([C:37]4[CH:38]=[CH:39][CH:40]=[C:35]([N+:32]([O-:34])=[O:33])[CH:36]=4)(=[O:42])=[O:43])=[CH:31][CH:30]=3)[NH:15][C:14]=2[C:13](=[O:16])[N:12]([CH2:17][C:18]2[CH:23]=[CH:22][CH:21]=[CH:20][C:19]=2[F:24])[C:11]1=[O:25])[CH2:27][CH2:28][CH3:29]. Reported procedure: Prepared from 8-(4-amino-benzyl)-3-butyl-1-(2-fluoro-benzyl)-3,7-dihydro-purine-2,6-dione and 3-nitro-benzenesulfonyl chloride. Purity (ELSD, based on MW=606.6)=75%. Reactants: ClC1=C2C=CC(=NC2=NC=C1)CCC (5-Chloro-2-propyl-[1,8]naphthyridine), solution, C(C)O (ethanol), CC=1C=CC(=C(C1)C1=CC=CC=C1)N (5-Methyl-biphenyl-2-ylamine), ClC1=C2C=CC(=NC2=NC=C1)CCC (5-Chloro-2-propyl-[1,8]naphthyridine). Conditions: temperature 100 celsius. Product: CC=1C=CC(=C(C1)C1=CC=CC=C1)NC1=CC=NC2=NC(=CC=C12)CCC ((5-Methyl-biphenyl-2-yl)-(7-propyl-[1,8]naphthyridin-4-yl)-amine). Reaction SMILES: Cl[C:2]1[CH:11]=[CH:10][N:9]=[C:8]2[C:3]=1[CH:4]=[CH:5][C:6]([CH2:12][CH2:13][CH3:14])=[N:7]2.C(O)C.[CH3:18][C:19]1[CH:20]=[CH:21][C:22]([NH2:31])=[C:23]([C:25]2[CH:30]=[CH:29][CH:28]=[CH:27][CH:26]=2)[CH:24]=1>>[CH3:18][C:19]1[CH:20]=[CH:21][C:22]([NH:31][C:2]2[C:3]3[C:8](=[N:7][C:6]([CH2:12][CH2:13][CH3:14])=[CH:5][CH:4]=3)[N:9]=[CH:10][CH:11]=2)=[C:23]([C:25]2[CH:30]=[CH:29][CH:28]=[CH:27][CH:26]=2)[CH:24]=1. Reported procedure: The product from Example 2g as a 4.1M solution in ethanol (0.10 mL, 0.40 mmol) was reacted with the product from Example 219c (0.0724 g, 0.40 mmol) for 66 h at 100° C. following the procedure from Example 1g. Consumption of starting material required a second addition of the product from Example 2g (0.03 mL, 0.12 mmol) and continued heating at 100° C. (19 h). The crude title compound was purified by HPLC with TFA providing the product as a trifluoroacetic acid salt (0.060 g, 32%). 1H NMR (300 MH... Starting materials: OCCN1CCN(CC1)C(=O)OC(C)(C)C (tert-butyl 4-(2-hydroxyethyl)piperazine-1-carboxylate), S(=O)(Cl)Cl (thionyl chloride). Run in ClCCl (dichloromethane), ClCCl (dichloromethane). Conditions: temperature 25 celsius, time 8 hour. Product: ClCCN1CCN(CC1)C(=O)OC(C)(C)C (tert-butyl 4-(2-chloroethyl)piperazine-1-carboxylate). RXN SMILES: O[CH2:2][CH2:3][N:4]1[CH2:9][CH2:8][N:7]([C:10]([O:12][C:13]([CH3:16])([CH3:15])[CH3:14])=[O:11])[CH2:6][CH2:5]1.S(Cl)([Cl:19])=O>ClCCl>[Cl:19][CH2:2][CH2:3][N:4]1[CH2:9][CH2:8][N:7]([C:10]([O:12][C:13]([CH3:16])([CH3:15])[CH3:14])=[O:11])[CH2:6][CH2:5]1. Procedure details: Into a 50-mL round-bottom flask, was placed a solution of tert-butyl 4-(2-hydroxyethyl)piperazine-1-carboxylate (2.31 g, 10.03 mmol, 1.00 equiv) in dichloromethane (20 mL) and a solution of thionyl chloride (1.5 mL, 2.00 equiv) in dichloromethane (3 mL) was added dropwise at 0° C. The resulting solution was stirred overnight at 25° C. The resulting mixture was concentrated under vacuum. The resulting solution was diluted with 10 mL of water. The resulting solution was extracted with 2×25 mL of e...